Dataset: the Open Reaction Database (ORD), a public repository of structured organic reaction records. Task: describe an organic reaction: reactants, conditions, products, and yield Starting materials: BrC=1C=NC=2N(C1)N=C(C2)C(=O)O (6-bromo-pyrazolo[1,5-a]pyrimidine-2-carboxylic acid), N1(CCOCC1)C1=CC=C2CCNCC2=C1 (7-Morpholin-4-yl-1,2,3,4-tetrahydro-isoquinoline). Product: BrC=1C=NC=2N(C1)N=C(C2)C(=O)N2CC1=CC(=CC=C1CC2)N2CCOCC2 ((6-Bromo-pyrazolo[1,5-a]pyrimidin-2-yl)-(7-morpholin-4-yl-3,4-dihydro-1H-isoquinolin-2-yl)-methanone). Reaction SMILES: [Br:1][C:2]1[CH:3]=[N:4][C:5]2[N:6]([N:8]=[C:9]([C:11]([OH:13])=O)[CH:10]=2)[CH:7]=1.[N:14]1([C:20]2[CH:29]=[C:28]3[C:23]([CH2:24][CH2:25][NH:26][CH2:27]3)=[CH:22][CH:21]=2)[CH2:19][CH2:18][O:17][CH2:16][CH2:15]1>>[Br:1][C:2]1[CH:3]=[N:4][C:5]2[N:6]([N:8]=[C:9]([C:11]([N:26]3[CH2:25][CH2:24][C:23]4[C:28](=[CH:29][C:20]([N:14]5[CH2:19][CH2:18][O:17][CH2:16][CH2:15]5)=[CH:21][CH:22]=4)[CH2:27]3)=[O:13])[CH:10]=2)[CH:7]=1. Reported procedure: In close analogy to the procedure described in Example 1, 6-bromo-pyrazolo[1,5-a]pyrimidine-2-carboxylic acid is reacted with 7-Morpholin-4-yl-1,2,3,4-tetrahydro-isoquinoline to provide the title compound in moderate yield. Reactants: C(C)OC(=O)C1(CCC1)CC#CC1=CC=C(C=C1)OC(F)(F)F (1-[3-(4-trifluoromethoxy-phenyl)-prop-2-ynyl]-cyclobutanecarboxylic acid ethyl ester), CC(C)C[AlH]CC(C)C (DIBAL-H). The product is FC(OC1=CC=C(C=C1)C#CCC1(CCC1)CO)(F)F ({1-[3-(4-Trifluoromethoxy-phenyl)-prop-2-ynyl]-cyclobutyl}-methanol). RXN SMILES: C([O:3][C:4]([C:6]1([CH2:10][C:11]#[C:12][C:13]2[CH:18]=[CH:17][C:16]([O:19][C:20]([F:23])([F:22])[F:21])=[CH:15][CH:14]=2)[CH2:9][CH2:8][CH2:7]1)=O)C.CC(C[AlH]CC(C)C)C>>[F:21][C:20]([F:22])([F:23])[O:19][C:16]1[CH:15]=[CH:14][C:13]([C:12]#[C:11][CH2:10][C:6]2([CH2:4][OH:3])[CH2:7][CH2:8][CH2:9]2)=[CH:18][CH:17]=1. Reported procedure: In analogy to the procedure described in example 31E], reduction of 1-[3-(4-trifluoromethoxy-phenyl)-prop-2-ynyl]-cyclobutanecarboxylic acid ethyl ester with 3 equivalent of DIBAL-H (1.2 M solution in toluene) gave the title compound as yellow oil. Reported procedure: Diethyl 2-propyl-1H-imidazol-4,5-dicarboxylate hydrochloride (50.0 g) obtained in Example 11a and sodium chloride (50.0 g) were dissolved in water (500 ml), and 5N aqueous sodium hydroxide solution (30 ml) was added to this solution, followed by stirring for 1 hour under ice cooling. The precipitated crystals were collected by filtration, and subsequently dried under reduced pressure to afford the title compound (40.7 g) as white crystals. Each spectral data of the obtained compound coincided wi... As a reaction SMILES: Cl.[CH2:2]([C:5]1[NH:6][C:7]([C:15]([O:17][CH2:18][CH3:19])=[O:16])=[C:8]([C:10]([O:12][CH2:13][CH3:14])=[O:11])[N:9]=1)[CH2:3][CH3:4].[Cl-].[Na+].[OH-].[Na+]>O>[CH2:2]([C:5]1[NH:9][C:8]([C:10]([O:12][CH2:13][CH3:14])=[O:11])=[C:7]([C:15]([O:17][CH2:18][CH3:19])=[O:16])[N:6]=1)[CH2:3][CH3:4] |f:0.1,2.3,4.5|. The yield is 93.1%. The solvent is O (water). Product: C(CC)C=1NC(=C(N1)C(=O)OCC)C(=O)OCC (Diethyl 2-propyl-1H-imidazole-4,5-dicarboxylate). Reactants: Cl.C(CC)C=1NC(=C(N1)C(=O)OCC)C(=O)OCC (Diethyl 2-propyl-1H-imidazol-4,5-dicarboxylate hydrochloride), [Cl-].[Na+] (sodium chloride), [OH-].[Na+] (sodium hydroxide). Conditions: time 1 hour. Reactants: resultant mixture, C1=CC=CC=C1 (benzene), COC1=CC(=NC(=C1)OC1=CC(=CC=C1)C(F)(F)F)C(=O)NN (4-methoxy-6-[3-(trifluoromethyl)phenoxy] picolinic acid hydrazide), COC(CC#N)OC (3,3-dimethoxy propionitrile). Solvent: Cl (hydrochloric acid), C(C)(=O)OCC.O (ethyl acetate water). Run at temperature 55 celsius, time 1 hour. Yields the product C(#N)CC=NNC(C1=NC(=CC(=C1)OC)OC1=CC(=CC=C1)C(F)(F)F)=O (4-methoxy-6-[3-(trifluoromethyl)phenoxy] picolinic acid, (2-cyanoethylidene) hydrazide). RXN SMILES: CO[CH:3](OC)[CH2:4][C:5]#[N:6].C1C=CC=CC=1.[CH3:15][O:16][C:17]1[CH:22]=[C:21]([O:23][C:24]2[CH:29]=[CH:28][CH:27]=[C:26]([C:30]([F:33])([F:32])[F:31])[CH:25]=2)[N:20]=[C:19]([C:34]([NH:36][NH2:37])=[O:35])[CH:18]=1>Cl.C(OCC)(=O)C.O>[C:5]([CH2:4][CH:3]=[N:37][NH:36][C:34](=[O:35])[C:19]1[CH:18]=[C:17]([O:16][CH3:15])[CH:22]=[C:21]([O:23][C:24]2[CH:29]=[CH:28][CH:27]=[C:26]([C:30]([F:31])([F:32])[F:33])[CH:25]=2)[N:20]=1)#[N:6] |f:4.5|. Procedure details: 3,3-dimethoxy propionitrile (0.35 g, 0.0015×2 mol) was dissolved in a 2N aqueous hydrochloric acid solution (about 10 ml). The obtained solution was stirred at a temperature of about 50 to 60° C. for about one hour. The solution was further mixed with benzene (about 10 ml) and 4-methoxy-6-[3-(trifluoromethyl)phenoxy] picolinic acid hydrazide (0.50 g, 0.0015 mol), and then the resultant mixture was stirred at that temperature for about one hour. The obtained reaction solution was distributed in e... The reactants are C1(=CC=CC=C1)C1(CCNCC1)C1=CC=CC=C1 (4,4-diphenylpiperidine), O=C1N(CCC1(C1=CC=CC=C1)C1=CC=CC=C1)CC(=O)O (2-(2-oxo-3,3-diphenylpyrrolidin-1-yl)acetic acid), Cl.C(C)N=C=NCCCN(C)C (N1-((ethylimino)methylene)-N3,N3-dimethylpropane-1,3-diamine hydrochloride). Reagents/catalysts: CN(C1=CC=NC=C1)C (N,N-dimethylpyridin-4-amine). Run in ClCCl (dichloromethane). Run at time 8 hour. Yields the product C1(=CC=CC=C1)C1(CCN(CC1)C(CN1C(C(CC1)(C1=CC=CC=C1)C1=CC=CC=C1)=O)=O)C1=CC=CC=C1 (1-[2-(4,4-diphenylpiperidin-1-yl)-2-oxoethyl]-3,3-diphenylpyrrolidin-2-one). As a reaction SMILES: [C:1]1([C:7]2([C:13]3[CH:18]=[CH:17][CH:16]=[CH:15][CH:14]=3)[CH2:12][CH2:11][NH:10][CH2:9][CH2:8]2)[CH:6]=[CH:5][CH:4]=[CH:3][CH:2]=1.[O:19]=[C:20]1[C:24]([C:31]2[CH:36]=[CH:35][CH:34]=[CH:33][CH:32]=2)([C:25]2[CH:30]=[CH:29][CH:28]=[CH:27][CH:26]=2)[CH2:23][CH2:22][N:21]1[CH2:37][C:38](O)=[O:39].Cl.C(N=C=NCCCN(C)C)C>ClCCl.CN(C)C1C=CN=CC=1>[C:1]1([C:7]2([C:13]3[CH:18]=[CH:17][CH:16]=[CH:15][CH:14]=3)[CH2:8][CH2:9][N:10]([C:38](=[O:39])[CH2:37][N:21]3[CH2:22][CH2:23][C:24]([C:25]4[CH:30]=[CH:29][CH:28]=[CH:27][CH:26]=4)([C:31]4[CH:36]=[CH:35][CH:34]=[CH:33][CH:32]=4)[C:20]3=[O:19])[CH2:11][CH2:12]2)[CH:2]=[CH:3][CH:4]=[CH:5][CH:6]=1 |f:2.3|. Procedure details: To a solution of 4,4-diphenylpiperidine (Matrix, 0.48 mg, 2.00 mmol) in dichloromethane was added 2-(2-oxo-3,3-diphenylpyrrolidin-1-yl)acetic acid (Example 1C, 0.59 g, 2.00 mmol) under nitrogen. To the reaction was added N1-((ethylimino)methylene)-N3,N3-dimethylpropane-1,3-diamine hydrochloride (0.77 g, 4.00 mmol) and N,N-dimethylpyridin-4-amine (0.024 g, 0.20 mmol), and the reaction mixture was stirred overnight at room temperature. The reaction was concentrated and the residue was partitioned ...